Dataset: the Open Reaction Database (ORD), a public repository of structured organic reaction records. Task: describe an organic reaction: reactants, conditions, products, and yield Starting materials: FC1=C(N)C=CC=C1 (2-fluoroaniline), ClS(=O)(=O)C=1C=C(C(=O)Cl)C=CC1 (3-(chlorosulfonyl)benzoyl chloride), C1[C@H]2N(CCN1)CCC2 ((S)-octahydropyrrolo[1,2-a]pyrazine). The solvent is ClCCl (dichloromethane), ClCCl (dichloromethane). Run at time 5 hour. The product is FC1=C(C=CC=C1)NS(=O)(=O)C1=CC(=CC=C1)C(=O)N1C[C@H]2N(CC1)CCC2 (N-(2-fluorophenyl)-3-[(8aS)-hexahydropyrrolo[1,2-a]pyrazin-2(1H)-ylcarbonyl]benzenesulfonamide). RXN SMILES: Cl[S:2]([C:5]1[CH:6]=[C:7]([CH:11]=[CH:12][CH:13]=1)[C:8](Cl)=[O:9])(=[O:4])=[O:3].[CH2:14]1[NH:19][CH2:18][CH2:17][N:16]2[CH2:20][CH2:21][CH2:22][C@@H:15]12.[F:23][C:24]1[CH:30]=[CH:29][CH:28]=[CH:27][C:25]=1[NH2:26]>ClCCl>[F:23][C:24]1[CH:30]=[CH:29][CH:28]=[CH:27][C:25]=1[NH:26][S:2]([C:5]1[CH:13]=[CH:12][CH:11]=[C:7]([C:8]([N:19]2[CH2:18][CH2:17][N:16]3[CH2:20][CH2:21][CH2:22][C@H:15]3[CH2:14]2)=[O:9])[CH:6]=1)(=[O:4])=[O:3]. Procedure: To 3-(chlorosulfonyl)benzoyl chloride (0.521 g, 2.18 mmol) in anhydrous dichloromethane (10 mL) was added (S)-octahydropyrrolo[1,2-a]pyrazine (0.250 g, 1.98 mmol) in dichloromethane (4 mL) slowly over 10 minutes at room temperature. The mixture was stirred at room temperature for 5 hours. Then 2-fluoroaniline (1.54 g, 13.87 mmol) was added. The mixture was stirred at room temperature overnight and then concentrated. The residue was purified by chromatography on silica gel (dichloromethane, then ...